This data is from the Open Reaction Database (ORD), a public repository of structured organic reaction records. The task is: describe an organic reaction: reactants, conditions, products, and yield Starting materials: BrC=1C=C(C(=O)OC)C=CC1 (methyl 3-bromobenzoate), NC1=CC=C(C=C1)C(C)=O (4′-aminoacetophenone), methyl ester, 6. Yields the product COC(C1=CC(=CC=C1)NC1=CC=C(C=C1)C(C)=O)=O (3-[N-(4-Acetylphenyl)amino]benzoic acid methyl ester). As a reaction SMILES: Br[C:2]1[CH:3]=[C:4]([CH:9]=[CH:10][CH:11]=1)[C:5]([O:7][CH3:8])=[O:6].[NH2:12][C:13]1[CH:18]=[CH:17][C:16]([C:19](=[O:21])[CH3:20])=[CH:15][CH:14]=1>>[CH3:8][O:7][C:5](=[O:6])[C:4]1[CH:9]=[CH:10][CH:11]=[C:2]([NH:12][C:13]2[CH:18]=[CH:17][C:16]([C:19](=[O:21])[CH3:20])=[CH:15][CH:14]=2)[CH:3]=1. Procedure details: Reaction of methyl 3-bromobenzoate with 4′-aminoacetophenone according to general procedure A provided methyl ester of 6 as a white solid (84% yield). 1H NMR (CDCl3, 500 MHz): δ=7.89 (d, J=8.7 Hz, 2H), 7.85 (s, 1H), 7.73 (m, 1H), 7.36-7.42 (m, 2H), 7.03 (d, J=8.5 Hz, 2H), 6.31 (s, 1H), 3.92 (s, 3H), 2.55 (s, 3H). 13C NMR (CDCl3, 125 MHz): δ=196.7, 167.0, 147.9, 141.3, 131.8, 130.9, 129.9, 129.8, 124.6, 124.2, 121.2, 115.1, 52.5, 26.4. Starting materials: C(C)(=O)[N+]1(CCC(CC1)=C1C2=C(CCC=3C1=NC=C(C3)Cl)C=CC=C2)[O-] (1-acetyl-4-(3-chloro-5,6-dihydro-11 H-benzo[5,6]cyclohepta[1,2-b]pyridin-11-ylidene)piperidine N-oxide), ClC=1C=CC2=C(CCC3=C(NC(C=C3)=O)C2=C2CCN(CC2)C(C)=O)C1 (8-chloro-11-(1-acetyl-4-piperidylidene)-6,11-dihydro-5H-benzo[5,6]cyclohepta[1,2-b]pyridin-2(1 H)-one). Yields the product C(C)(=O)[N+]1(CCC(CC1)=C1C2=C(CCC=3C1=NC=CC3)C=C3C=CC=CC3=C2)[O-] (1-acetyl-4-[5,6-dihydro-13 H-naphtho[2',3':5,6]cyclohepta[1,2-b]pyridin-13-ylidene]piperidine N-oxide). As a reaction SMILES: [C:1]([N+:4]1([O-:26])[CH2:9][CH2:8][C:7](=[C:10]2[C:16]3=[N:17][CH:18]=[C:19](Cl)[CH:20]=[C:15]3[CH2:14][CH2:13][C:12]3[CH:22]=[CH:23][CH:24]=[CH:25][C:11]2=3)[CH2:6][CH2:5]1)(=[O:3])[CH3:2].Cl[C:28]1[CH:29]=CC2C(=C3CCN(C(=O)C)CC3)C3NC(=O)C=CC=3CC[C:32]=2[CH:52]=1>>[C:1]([N+:4]1([O-:26])[CH2:9][CH2:8][C:7](=[C:10]2[C:16]3=[N:17][CH:18]=[CH:19][CH:20]=[C:15]3[CH2:14][CH2:13][C:12]3[CH:22]=[C:23]4[C:24](=[CH:25][C:11]2=3)[CH:32]=[CH:52][CH:28]=[CH:29]4)[CH2:6][CH2:5]1)(=[O:3])[CH3:2]. Reported procedure: 1-acetyl-4-(3-chloro-5,6-dihydro-11 H-benzo[5,6]cyclohepta[1,2-b]pyridin-11-ylidene)piperidine N-oxide, i.e., ##STR9## 8-chloro-11-(1-acetyl-4-piperidylidene)-6,11-dihydro-5H-benzo[5,6]cyclohepta[1,2-b]pyridin-2(1 H)-one; Solvent: O (water), CO (methanol). Reaction SMILES: [NH2:1][C:2]1[CH:7]=[CH:6][C:5]([O:8][C:9]2[CH:14]=[CH:13][CH:12]=[CH:11][CH:10]=2)=[CH:4][C:3]=1[S:15][C@@H:16]([C:32]1[CH:37]=[CH:36][C:35]([O:38][CH3:39])=[CH:34][CH:33]=1)[C@@H:17]([OH:31])[C:18]([O:20]C1(C)CCC(C(C)C)CC1)=[O:19].[OH-].[K+]>CO.O>[NH2:1][C:2]1[CH:7]=[CH:6][C:5]([O:8][C:9]2[CH:10]=[CH:11][CH:12]=[CH:13][CH:14]=2)=[CH:4][C:3]=1[S:15][C@@H:16]([C:32]1[CH:33]=[CH:34][C:35]([O:38][CH3:39])=[CH:36][CH:37]=1)[C@@H:17]([OH:31])[C:18]([OH:20])=[O:19] |f:1.2|. Reactants: NC1=C(C=C(C=C1)OC1=CC=CC=C1)S[C@H]([C@H](C(=O)OC1(CCC(CC1)C(C)C)C)O)C1=CC=C(C=C1)OC (l-menthyl (2S, 3S)-3-(2-amino-5-phenoxyphenyl)thio-2-hydroxy-3-(4- methoxyphenyl)propionate), [OH-].[K+] (caustic potash). Reported procedure: 4.2 g of l-menthyl (2S, 3S)-3-(2-amino-5-phenoxyphenyl)thio-2-hydroxy-3-(4- methoxyphenyl)propionate [prepared as described in step (a) above] were suspended in 42 ml of methanol, and a solution of 0.89 g of caustic potash dissolved in 5 ml of water was added to the resulting suspension. The resulting mixture was then stirred under reflux for 1 hour. At the end of this time, the methanol was removed by evaporation under reduced pressure, and 60 ml of Water and 60 ml of diethyl ether were added t... The yield is 65.2%. The product is NC1=C(C=C(C=C1)OC1=CC=CC=C1)S[C@H]([C@H](C(=O)O)O)C1=CC=C(C=C1)OC ((2S, 3S)-3-(2-Amino-5-phenoxyphenyl)thio-2- hydroxy-3-(4-methoxyphenyl)propionic acid). The reactants are C1(=CC(=CC=C1)N1N=C(N=N1)C(C)O)C (1-(2-m-tolyl-2H-tetrazol-5-yl)-ethanol), [H-].[Na+] (sodium hydride), CS(=O)(=O)C=1N(C(=NN1)C1=CC=NC=C1)C (4-(5-methanesulfonyl-4-methyl-4H-[1,2,4]triazol-3-yl)-pyridine). Product: CN1C(=NN=C1OC(C)C=1N=NN(N1)C=1C=C(C=CC1)C)C1=CC=NC=C1 (4-{4-Methyl-5-[1-(2-m-tolyl-2H-tetrazol-5-yl)-ethoxy]-4H-[1,2,4]triazol-3-yl}-pyridine). The yield is 80.5%. Reaction SMILES: [C:1]1([CH3:15])[CH:6]=[CH:5][CH:4]=[C:3]([N:7]2[N:11]=[N:10][C:9]([CH:12]([OH:14])[CH3:13])=[N:8]2)[CH:2]=1.[H-].[Na+].CS([C:22]1[N:23]([CH3:33])[C:24]([C:27]2[CH:32]=[CH:31][N:30]=[CH:29][CH:28]=2)=[N:25][N:26]=1)(=O)=O>>[CH3:33][N:23]1[C:22]([O:14][CH:12]([C:9]2[N:10]=[N:11][N:7]([C:3]3[CH:2]=[C:1]([CH3:15])[CH:6]=[CH:5][CH:4]=3)[N:8]=2)[CH3:13])=[N:26][N:25]=[C:24]1[C:27]1[CH:32]=[CH:31][N:30]=[CH:29][CH:28]=1 |f:1.2|. Procedure details: The title compound (70 mg, 79%, off-white solid) was prepared from 1-(2-m-tolyl-2H-tetrazol-5-yl)-ethanol (50.3 mg, 0.24 mmol), sodium hydride (16 mg, 0.4 mmol) and 4-(5-methanesulfonyl-4-methyl-4H-[1,2,4]triazol-3-yl)-pyridine (70.2 mg, 0.30 mmol). The product was purified by chromatography using a silica SPE tube (2.5-4% methanol in dichloromethane). 1H NMR (CDCl3) δ (ppm): 8.76 (br.d, 2H), 7.95 (s, 1H), 7.94 (d, 1H), 7.62 (d, 2H), 7.44 (t, 1H), 7.32 (d, 1H), 6.61 (q, 1H), 3.63 (s, 3H), 2.28 (... Reactants: CN(CC(CO)O)C (3-(dimethylamino)-1,2-propanediol), CC(C)([O-])C.[K+] (potassium tert-butoxide), C1(=CC=C(C=C1)S(=O)(=O)OCCCCCCCC\C=C/CCCCCCCC)C (oleyl p-toluenesulfonate). Run in xylenes. Conditions: time 30 minute. Yields the product DOTMA, C(CCCCCCC\C=C/CCCCCCCC)OC(CN(C)C)COCCCCCCCC\C=C/CCCCCCCC (2,3-dioleyloxy-1-(dimethylamino)propane). As a reaction SMILES: [CH3:1][N:2]([CH3:8])[CH2:3][CH:4]([OH:7])[CH2:5][OH:6].C[C:10]([CH3:13])([O-])[CH3:11].[K+].C1(C)C=CC(S(O[CH2:25][CH2:26][CH2:27][CH2:28][CH2:29][CH2:30][CH2:31][CH2:32]/[CH:33]=[CH:34]\[CH2:35][CH2:36][CH2:37][CH2:38][CH2:39][CH2:40][CH2:41][CH3:42])(=O)=O)=CC=1>>[CH2:42]([O:7][CH:4]([CH2:5][O:6][CH2:39][CH2:38][CH2:37][CH2:36][CH2:35][CH2:34][CH2:33][CH2:32]/[CH:31]=[CH:30]\[CH2:29][CH2:28][CH2:27][CH2:26][CH2:25][CH2:11][CH2:10][CH3:13])[CH2:3][N:2]([CH3:8])[CH3:1])[CH2:41][CH2:40][CH2:39][CH2:38][CH2:37][CH2:36][CH2:35]/[CH:34]=[CH:33]\[CH2:32][CH2:31][CH2:30][CH2:29][CH2:28][CH2:27][CH2:26][CH3:25] |f:1.2|. Procedure details: DOTMA (N-(1-(2,3,-Dioleyloxy)propyl)-N,N,N-trimethyl-ammonium chloride) was prepared as outlined in reaction Scheme V. A mixture of 3-(dimethylamino)-1,2-propanediol (Aldrich Chemical Co., 1.19 g, 10 mmol), potassium tert-butoxide (3.36 g, 30 mmol) and oleyl p-toluenesulfonate (12.7 g, 30 mmol) in xylenes (50 ml) was stirred at room temperature and reduced pressure (30 Torr) for 30 min, and was then heated to 50° C. with stirring for an additional 15 min. The reaction vessel was purged with nitr... Starting materials: CS(=O)(=O)O[C@H]1CC2C(C[C@H]3[C@@H]4CCC([C@@]4(C)CC[C@@H]3[C@]2(CC1)C)=O)=O (3α-methanesulfonyloxyandrostane-6,17-dione), [K+].C(C)(=S)[O-] (thioacetic acid potassium salt), NaH2PO4. Solvent: CN(C)C=O (DMF). Reaction conditions: temperature 70 celsius. Product: C(C)(=O)S[C@@H]1CC2C(C[C@H]3[C@@H]4CCC([C@@]4(C)CC[C@@H]3[C@]2(CC1)C)=O)=O (3β-acetylthioandrostane-6,17-dione). The yield is 55.0%. Reaction SMILES: CS(O[C@@H:6]1[CH2:23][CH2:22][C@@:21]2([CH3:24])[CH:8]([C:9](=[O:26])[CH2:10][C@@H:11]3[C@@H:20]2[CH2:19][CH2:18][C@@:16]2([CH3:17])[C@H:12]3[CH2:13][CH2:14][C:15]2=[O:25])[CH2:7]1)(=O)=O.[K+].[C:28]([O-:31])(=[S:30])[CH3:29]>CN(C=O)C>[C:28]([S:30][C@H:6]1[CH2:23][CH2:22][C@@:21]2([CH3:24])[CH:8]([C:9](=[O:26])[CH2:10][C@@H:11]3[C@@H:20]2[CH2:19][CH2:18][C@@:16]2([CH3:17])[C@H:12]3[CH2:13][CH2:14][C:15]2=[O:25])[CH2:7]1)(=[O:31])[CH3:29] |f:1.2|. Procedure details: To a solution of 3α-methanesulfonyloxyandrostane-6,17-dione (2.00 g) in dry DMF (25 mL), thioacetic acid potassium salt (1.20 g) was added. The mixture was heated to 70° C. for 3 h. After cooling, 5% NaH2PO4 was added and extracted with EtOAc (3×). The organic extracts were washed with brine, dried over Na2SO4 and evaporated to dryness. The residue was purified by flash chromatography (SiO2, n-hexane/EtOAc 8/2) to give 3β-acetylthioandrostane-6,17-dione in 55% yield as a yellow solid. 1H-NMR (30... The reactants are COc1ccccc1C1CC(=O)c2c(C)n[nH]c2C1, CCO, Cl, Cl, N=C(N)NN, O. Product: COc1ccccc1C1CC(=NNC(=N)N)c2c(C)n[nH]c2C1, Cl. Reaction SMILES: [CH3:1][O:2][c:3]1[c:4]([CH:9]2[CH2:10][C:11](=[O:19])[c:12]3[c:13]([CH3:18])[n:14][nH:15][c:16]3[CH2:17]2)[cH:5][cH:6][cH:7][cH:8]1.[CH3:28][CH2:29][OH:30].[ClH:20].[ClH:26].[NH2:21][NH:22][C:23](=[NH:24])[NH2:25].[OH2:27]>>[CH3:1][O:2][c:3]1[c:4]([CH:9]2[CH2:10][C:11](=[N:21][NH:22][C:23](=[NH:24])[NH2:25])[c:12]3[c:13]([CH3:18])[n:14][nH:15][c:16]3[CH2:17]2)[cH:5][cH:6][cH:7][cH:8]1.[ClH:20]. Isolated yield 43.0%. Procedure: According to the procedure described for the synthesis of 4-(5-methyl-3-(4-fluorophenyl)-isoxazole-4-carbonyl)-1-methyl-pyrrole-2-carboxylic acid (cyclopropylmethyl)-amide (Example 229, step 3), the title compound was synthesized from 4-[5-methyl-3-(3-fluorophenyl)-isoxazole-4-carbonyl)-1H-pyrrole-2-carboxylic acid prop-2-ynylamide (example 179) in 43% yield as white solid. (m/e): 366.1 (M+1; 100%). As a reaction SMILES: [CH:1]1([CH2:4][NH:5][C:6]([C:8]2[N:9]([CH3:28])[CH:10]=[C:11]([C:13]([C:15]3[C:16](C4C=CC(F)=CC=4)=[N:17][O:18][C:19]=3[CH3:20])=[O:14])[CH:12]=2)=[O:7])C[CH2:2]1.C(NC(C1NC=C(C(C2C([C:48]3[CH:53]=[CH:52][CH:51]=[C:50]([F:54])[CH:49]=3)=NOC=2C)=O)C=1)=O)C#C>>[CH2:4]([NH:5][C:6]([C:8]1[N:9]([CH3:28])[CH:10]=[C:11]([C:13]([C:15]2[C:16]([C:48]3[CH:53]=[CH:52][CH:51]=[C:50]([F:54])[CH:49]=3)=[N:17][O:18][C:19]=2[CH3:20])=[O:14])[CH:12]=1)=[O:7])[C:1]#[CH:2]. Yields the product C(C#C)NC(=O)C=1N(C=C(C1)C(=O)C=1C(=NOC1C)C1=CC(=CC=C1)F)C (4-[3-(3-Fluoro-phenyl)-5-methyl-isoxazole-4-carbonyl]-1-methyl-1H-pyrrole-2-carboxylic acid prop-2-ynylamide). Starting materials: C(C#C)NC(=O)C=1NC=C(C1)C(=O)C=1C(=NOC1C)C1=CC(=CC=C1)F (4-[5-methyl-3-(3-fluorophenyl)-isoxazole-4-carbonyl)-1H-pyrrole-2-carboxylic acid prop-2-ynylamide), C1(CC1)CNC(=O)C=1N(C=C(C1)C(=O)C=1C(=NOC1C)C1=CC=C(C=C1)F)C (4-(5-methyl-3-(4-fluorophenyl)-isoxazole-4-carbonyl)-1-methyl-pyrrole-2-carboxylic acid (cyclopropylmethyl)-amide).